From a dataset of the Open Reaction Database (ORD), a public repository of structured organic reaction records. describe an organic reaction: reactants, conditions, products, and yield Reactants: C(CCC)[Li] (n-butyl lithium), CCCCCC (n-hexane), CC(C#C/C=C/CN(C(C)C)CC=1C=C(C=CC1)C(C)=O)(C)C (trans-3′-[N-(6,6-Dimethyl-2-hepten-4-ynyl)-N-isopropylaminomethyl]acetophenone). Reagents/catalysts: [Br-].C[P+](C1=CC=CC=C1)(C1=CC=CC=C1)C1=CC=CC=C1 (methyl triphenylphosphonium bromide). The product is CC(C#C/C=C/CN(C(C)C)CC1=CC(=CC=C1)C(=C)C)(C)C (trans-N-(6,6-Dimethyl-2-hepten-4-ynyl)-N-isopropyl-(3-isopropenylbenzyl)amine). The yield is 90.4%. Reaction SMILES: [CH2:1]([Li])CCC.CCCCCC.[CH3:12][C:13]([CH3:34])([CH3:33])[C:14]#[C:15]/[CH:16]=[CH:17]/[CH2:18][N:19]([CH2:23][C:24]1[CH:25]=[C:26]([C:30](=O)[CH3:31])[CH:27]=[CH:28][CH:29]=1)[CH:20]([CH3:22])[CH3:21]>[Br-].C[P+](C1C=CC=CC=1)(C1C=CC=CC=1)C1C=CC=CC=1>[CH3:12][C:13]([CH3:34])([CH3:33])[C:14]#[C:15]/[CH:16]=[CH:17]/[CH2:18][N:19]([CH2:23][C:24]1[CH:29]=[CH:28][CH:27]=[C:26]([C:30]([CH3:1])=[CH2:31])[CH:25]=1)[CH:20]([CH3:22])[CH3:21] |f:3.4|. Reported procedure: The procedure described in Example 9 was repeated, except that methyl triphenylphosphonium bromide (2.88 g; 8.1 mmol), n-butyl lithium in n-hexane (1.56 M: 5.2 ml; 8.1 mmol), and Compound 40 (1.67 g; 5.4 mmol) were used, to thereby yield 1.50 g of the target compound (yield: 90.4%). The reactants are C1(=CC=CC=C1)C=1N=C(OC1C1=CC=CC=C1)CC(=O)OCC (ethyl 4,5-diphenyl-2-oxazoleacetate), CC(C)(C)C(C(=O)[O-])OC1=CC(=CC=C1)C=O (1,1-dimethylethyl(3-formylphenoxy)acetate), N1CCCCC1 (piperidine), C1(=CC=C(C=C1)S(=O)(=O)O)C (p-toluenesulfonic acid). Run in C1(=CC=CC=C1)C (toluene), C(Cl)Cl (CH2Cl2). Reaction conditions: time 18 hour. Product: CC(C)(OC(=O)COC=1C=C(C=CC1)\C=C(/C(=O)OCC)\C=1OC(=C(N1)C1=CC=CC=C1)C1=CC=CC=C1)C ((Z)-Ethyl α-[[3-[[(1,1-dimethylethoxy) carbonyl]methoxyl]phenyl]methylene]-4,5-diphenyl-2-oxazoleacetate). Isolated yield 97.0%. RXN SMILES: [C:1]1([C:7]2[N:8]=[C:9]([CH2:18][C:19]([O:21][CH2:22][CH3:23])=[O:20])[O:10][C:11]=2[C:12]2[CH:17]=[CH:16][CH:15]=[CH:14][CH:13]=2)[CH:6]=[CH:5][CH:4]=[CH:3][CH:2]=1.CC([CH:28]([O:32][C:33]1[CH:38]=[CH:37][CH:36]=[C:35]([CH:39]=O)[CH:34]=1)[C:29]([O-:31])=[O:30])(C)C.N1CCCCC1.[C:47]1([CH3:57])[CH:52]=CC(S(O)(=O)=O)=C[CH:48]=1>C(Cl)Cl.C1(C)C=CC=CC=1>[CH3:48][C:47]([CH3:57])([O:31][C:29]([CH2:28][O:32][C:33]1[CH:34]=[C:35](/[CH:39]=[C:18](/[C:9]2[O:10][C:11]([C:12]3[CH:13]=[CH:14][CH:15]=[CH:16][CH:17]=3)=[C:7]([C:1]3[CH:2]=[CH:3][CH:4]=[CH:5][CH:6]=3)[N:8]=2)\[C:19]([O:21][CH2:22][CH3:23])=[O:20])[CH:36]=[CH:37][CH:38]=1)=[O:30])[CH3:52]. Procedure details: A mixture of ethyl 4,5-diphenyl-2-oxazoleacetate (25.00 g, 81 mmol), 1,1-dimethylethyl(3-formylphenoxy)acetate (19.22 g, 81 mmol), piperidine (0.69 g, 8 mmol), p-toluenesulfonic acid (catalytic quantity) and toluene (200 mL) was heated at reflux under a Dean-Stark trap. After about 18 hours, the mixture was cooled, diluted with CH2Cl2 and washed with water (2×) and saturated NaCl solution before being dried over Mg2SO4. Evaporation of the solvent left an oil which was subjected to chromatography...